The task is: describe an organic reaction: reactants, conditions, products, and yield. This data is from the Open Reaction Database (ORD), a public repository of structured organic reaction records. The reactants are ice, C([O-])(O)=O.[Na+] (sodium bicarbonate), [OH-].[Na+] (sodium hydroxide), C(Cl)C1CO1 (epichlorohydrin), C(CCCCCCC)ON1C(CC(CC1(C)C)O)(C)C (1-octyloxy-2,2,6,6-tetramethyl-4-hydroxypiperidine), C(CCCCCCC)ON1C(CC(CC1(C)C)O)(C)C (1-octyloxy-2,2,6,6-tetramethyl-4-hydroxypiperidine). The reagents and catalysts are [Br-].C(CCC)[N+](CCCC)(CCCC)CCCC (tetrabutylammonium bromide). Solvent: O (water). Run at temperature 30 celsius, time 16 hour. Yields the product C(CCCCCCC)ON1C(CC(CC1(C)C)OCC1CO1)(C)C (1-Octyloxy-2,2,6,6-tetramethyl-4-(2,3-epoxypropoxy)piperidine). Reaction SMILES: [OH-].[Na+].[CH2:3]([O:11][N:12]1[C:17]([CH3:19])([CH3:18])[CH2:16][CH:15]([OH:20])[CH2:14][C:13]1([CH3:22])[CH3:21])[CH2:4][CH2:5][CH2:6][CH2:7][CH2:8][CH2:9][CH3:10].[CH2:23]([CH:25]1[O:27][CH2:26]1)Cl.C(=O)(O)[O-].[Na+]>O.[Br-].C([N+](CCCC)(CCCC)CCCC)CCC>[CH2:3]([O:11][N:12]1[C:17]([CH3:19])([CH3:18])[CH2:16][CH:15]([O:20][CH2:23][CH:25]2[O:27][CH2:26]2)[CH2:14][C:13]1([CH3:21])[CH3:22])[CH2:4][CH2:5][CH2:6][CH2:7][CH2:8][CH2:9][CH3:10] |f:0.1,4.5,7.8|. Reported procedure: 100 g (2.5 mol) of sodium hydroxide are dissolved in 100 ml of water in a 750 ml sulfonation flask fitted with mechanical stirrer, thermometer, dropping funnel and condenser. 71.9 g (0.25 mol) of 1-octyloxy-2,2,6,6-tetramethyl-4-hydroxypiperidine and 16.1 g (0.05 mol) of tetrabutylammonium bromide are added at 20° C. The mixture is warmed to 30° C. with vigorous stirring. A solution of 277.5 g (3 mol) of epichlorohydrin and 71.9 g (0.25 mol) of 1-octyloxy-2,2,6,6-tetramethyl-4-hydroxypiperidine ... Starting materials: N#Cc1ccc2[nH]cc(CC3CCN(Cc4ccccc4)C3)c2c1, CCO, Cl. Product: N#Cc1ccc2[nH]cc(CC3CCNC3)c2c1. RXN SMILES: [CH2:1]([c:2]1[cH:3][cH:4][cH:5][cH:6][cH:7]1)[N:8]1[CH2:9][CH:10]([CH2:13][c:14]2[cH:15][nH:16][c:17]3[cH:18][cH:19][c:20]([C:23]#[N:24])[cH:21][c:22]23)[CH2:11][CH2:12]1.[CH3:26][CH2:27][OH:28].[ClH:25]>>[NH:8]1[CH2:9][CH:10]([CH2:13][c:14]2[cH:15][nH:16][c:17]3[cH:18][cH:19][c:20]([C:23]#[N:24])[cH:21][c:22]23)[CH2:11][CH2:12]1. The reactants are ClC1=CC=C2C(C(NC2=C1)=O)(O)C1=CC(=CC=C1)Cl (rac-6-chloro-3-(3-chloro-phenyl)-3-hydroxy-1,3-dihydro-indol-2-one), C(C)[SiH](CC)CC (triethylsilane), C([O-])([O-])=O.[Na+].[Na+] (sodium carbonate). Run in C(C)(=O)OCC (ethyl acetate), FC(C(=O)O)(F)F (trifluoroacetic acid). Run at temperature 90 celsius, time 30 minute. The product is ClC1=CC=C2C(C(NC2=C1)=O)C1=CC(=CC=C1)Cl (rac-6-chloro-3-(3-chloro-phenyl)-1,3-dihydro-indol-2-one). As a reaction SMILES: [Cl:1][C:2]1[CH:10]=[C:9]2[C:5]([C:6]([C:13]3[CH:18]=[CH:17][CH:16]=[C:15]([Cl:19])[CH:14]=3)(O)[C:7](=[O:11])[NH:8]2)=[CH:4][CH:3]=1.C([SiH](CC)CC)C.C(=O)([O-])[O-].[Na+].[Na+]>FC(F)(F)C(O)=O.C(OCC)(=O)C>[Cl:1][C:2]1[CH:10]=[C:9]2[C:5]([CH:6]([C:13]3[CH:18]=[CH:17][CH:16]=[C:15]([Cl:19])[CH:14]=3)[C:7](=[O:11])[NH:8]2)=[CH:4][CH:3]=1 |f:2.3.4|. Procedure details: Crude rac-6-chloro-3-(3-chloro-phenyl)-3-hydroxy-1,3-dihydro-indol-2-one (from Example 5a supra) was suspended in a mixture of triethylsilane (5 mL, 31.3 mmol) (Aldrich) and trifluoroacetic acid (12.5 mL) and heated in an 90° C. oil bath for 17 hours. After cooling to room temperature, mixture was diluted with ethyl acetate (100 mL) and treated with solid sodium carbonate (10.5 g). After stirring for 30 minutes, mixture was extracted with water (2×100 mL) and brine (100 mL). Aqueous layers were ... The reactants are [OH-].OC1=C(SC2=[N+]1CCC1=C2SC=C1)C1=CC=CC=C1 (5,6-dihydro-3-hydroxy-2-phenylthiazolo[3,2-a]thieno[2,3-c]pyridinium hydroxide), C(C#C)(=O)OC (methyl propiolate). Reported procedure: (ba) A suspension of 31.65 g of 5,6-dihydro-3-hydroxy-2-phenylthiazolo[3,2-a]thieno[2,3-c]pyridinium hydroxide (internal salt) in 770 ml of toluene was treated with 10.94 g of methyl propiolate, the mixture was heated under reflux until the reaction has finished, the reaction mixture was evaporated in vacuo and the residue was chromatographed on silica gel with toluene/ethyl acetate (9:1). There was obtained methyl 4,5-dihydro-7-oxo-8-phenyl-7H-thieno[2,3-a]quinolizine-10-carboxylate as yellow c... Reaction SMILES: [OH-].[OH:2][C:3]1[N+:7]2[CH2:8][CH2:9][C:10]3[CH:14]=[CH:13][S:12][C:11]=3[C:6]=2S[C:4]=1[C:15]1[CH:20]=[CH:19][CH:18]=[CH:17][CH:16]=1.[C:21]([O:25][CH3:26])(=[O:24])[C:22]#[CH:23]>C1(C)C=CC=CC=1>[O:2]=[C:3]1[C:4]([C:15]2[CH:20]=[CH:19][CH:18]=[CH:17][CH:16]=2)=[CH:23][C:22]([C:21]([O:25][CH3:26])=[O:24])=[C:6]2[N:7]1[CH2:8][CH2:9][C:10]1[CH:14]=[CH:13][S:12][C:11]=12 |f:0.1|. Run in C1(=CC=CC=C1)C (toluene). Yields the product O=C1N2CCC3=C(C2=C(C=C1C1=CC=CC=C1)C(=O)OC)SC=C3 (methyl 4,5-dihydro-7-oxo-8-phenyl-7H-thieno[2,3-a]quinolizine-10-carboxylate). Reactants: [H-].[Na+] (sodium hydride), [N+](=O)([O-])C1=CC=C(C=C1)C12C(NC(C(C1)C2)=O)=O (1-(4-nitrophenyl)-3-azabicyclo[3.1.1]heptane-2,4-dione), C(CCC)Br (n-butyl bromide). The solvent is CN(C=O)C (N,N-dimethylformamide), CN(C=O)C (N,N-dimethylformamide), CN(C=O)C (N,N-dimethylformamide). Conditions: time 30 minute. Yields the product C(CCC)N1C(C2(CC(C1=O)C2)C2=CC=C(C=C2)[N+](=O)[O-])=O (3-n-butyl-1-(4-nitrophenyl)-3-azabicyclo[3.1.1]heptane-2,4-dione). As a reaction SMILES: [H-].[Na+].[N+:3]([C:6]1[CH:11]=[CH:10][C:9]([C:12]23[CH2:18][CH:16]([CH2:17]2)[C:15](=[O:19])[NH:14][C:13]3=[O:20])=[CH:8][CH:7]=1)([O-:5])=[O:4].[CH2:21](Br)[CH2:22][CH2:23][CH3:24]>CN(C)C=O>[CH2:21]([N:14]1[C:15](=[O:19])[CH:16]2[CH2:17][C:12]([C:9]3[CH:8]=[CH:7][C:6]([N+:3]([O-:5])=[O:4])=[CH:11][CH:10]=3)([CH2:18]2)[C:13]1=[O:20])[CH2:22][CH2:23][CH3:24] |f:0.1|. Procedure details: 0.36 g of sodium hydride is added to a solution of 2.46 g of 1-(4-nitrophenyl)-3-azabicyclo[3.1.1]heptane-2,4-dione in 25 ml of N,N-dimethylformamide and the whole is stirred at room temperature for 30 minutes. 1.6 ml of n-butyl bromide dissolved in 10 ml of N,N-dimethylformamide are then added dropwise thereto. When the reaction is complete, the reaction mixture is freed of N,N-dimethylformamide. The residue is partitioned between ethyl acetate and water, and the organic phase is dried over mag...